This data is from the Open Reaction Database (ORD), a public repository of structured organic reaction records. The task is: describe an organic reaction: reactants, conditions, products, and yield The yield is 48.3%. Product: COC=1C=CC=C2C(=CNC12)/C=C/C(=O)C1=CC(=C(C(=C1)OC)OC)OC ((E)-3-(7-Methoxyindol-3-yl)-1-(3,4,5-trimethoxyphenyl)-2-propen-1-one). Procedure details: Substantially the same procedure as in Example 39 was repeated using 3',4',5'-trimethoxyacetophenone (1.74 g) and 7-methoxyindole-3-carboxaldehyde (1.45 g) to give Compound 46 (1.47 g). Reaction SMILES: [CH3:1][O:2][C:3]1[CH:4]=[C:5]([C:13](=[O:15])[CH3:14])[CH:6]=[C:7]([O:11][CH3:12])[C:8]=1[O:9][CH3:10].[CH3:16][O:17][C:18]1[CH:19]=[CH:20][CH:21]=[C:22]2[C:26]=1[NH:25][CH:24]=[C:23]2[CH:27]=O>>[CH3:16][O:17][C:18]1[CH:19]=[CH:20][CH:21]=[C:22]2[C:26]=1[NH:25][CH:24]=[C:23]2/[CH:27]=[CH:14]/[C:13]([C:5]1[CH:6]=[C:7]([O:11][CH3:12])[C:8]([O:9][CH3:10])=[C:3]([O:2][CH3:1])[CH:4]=1)=[O:15]. The reactants are COC=1C=C(C=C(C1OC)OC)C(C)=O (3',4',5'-trimethoxyacetophenone), COC=1C=CC=C2C(=CNC12)C=O (7-methoxyindole-3-carboxaldehyde). The reactants are C[O-].[Na+] (sodium methoxide), HCl-salt, BrC1=CC=C(C=C1)C1(CCCC1)CC(=N)N (2-[1-(4-bromophenyl)-cyclopentyl]-acetamidine), C(C)(C)(C)OC(\C(=C(\C(=O)O)/OCC1=CC=CC=C1)\O)=O ((E)-2-benzyloxy-3-hydroxy-but-2-enedioic acid 4-tert-butyl ester), crude product. The solvent is CO (methanol), ClCCl (dichloromethane). Run at time 16 hour. Product: C(C)(C)(C)OC(=O)C1=NC(=NC(=C1OCC1=CC=CC=C1)O)CC1(CCCC1)C1=CC=C(C=C1)Br (5-benzyloxy-2-[1-(4-bromophenyl)-cyclopentylmethyl]-6-hydroxypyrimidine-4-carboxylic acid tert-butyl ester). The yield is 71.5%. RXN SMILES: [Br:1][C:2]1[CH:7]=[CH:6][C:5]([C:8]2([CH2:13][C:14]([NH2:16])=[NH:15])[CH2:12][CH2:11][CH2:10][CH2:9]2)=[CH:4][CH:3]=1.[C:17]([O:21][C:22](=[O:37])/[C:23](/O)=[C:24](\[O:28][CH2:29][C:30]1[CH:35]=[CH:34][CH:33]=[CH:32][CH:31]=1)/[C:25](O)=[O:26])([CH3:20])([CH3:19])[CH3:18].C[O-].[Na+]>CO.ClCCl>[C:17]([O:21][C:22]([C:23]1[C:24]([O:28][CH2:29][C:30]2[CH:35]=[CH:34][CH:33]=[CH:32][CH:31]=2)=[C:25]([OH:26])[N:16]=[C:14]([CH2:13][C:8]2([C:5]3[CH:4]=[CH:3][C:2]([Br:1])=[CH:7][CH:6]=3)[CH2:12][CH2:11][CH2:10][CH2:9]2)[N:15]=1)=[O:37])([CH3:20])([CH3:18])[CH3:19] |f:2.3|. Procedure: To a mixture of the HCl-salt of 2-[1-(4-bromophenyl)-cyclopentyl]-acetamidine (229) (6.5 g, 20.47 mmol) and (E)-2-benzyloxy-3-hydroxy-but-2-enedioic acid 4-tert-butyl ester 1-methyl ester (4) (9.47 g, 30.71 mmol) in methanol (100 mL) was added sodium methoxide (3.32 g, 23.73 mmol, 25% in methanol) at 0° C. Then the reaction mixture was allowed to warm to room temperature and was stirred for 16 h. After completion of the reaction, solvent was reduced and the crude product was dissolved in dichlor...